Dataset: the Open Reaction Database (ORD), a public repository of structured organic reaction records. Task: describe an organic reaction: reactants, conditions, products, and yield The reactants are N1CCOCC1 (Morpholine), C(=O)(OC(C)(C)C)N1[C@H](C=O)CCC1 (N-BOC-(S)-prolinal), N1=CC=CC=C1.B (borane-pyridine). Reagents/catalysts: [Cl-].[Zn+2].[Cl-] (zinc chloride). The solvent is C(Cl)Cl (methylene chloride). Run at time 5 hour. Product: N1(CCOCC1)C[C@H]1N(CCC1)C(=O)OC(C)(C)C (1,1-dimethylethyl (S)-2-(4-morpholinylmethyl)-1-pyrrolidinecarboxylate). Yield: 84.9%. RXN SMILES: [NH:1]1[CH2:6][CH2:5][O:4][CH2:3][CH2:2]1.[C:7]([N:14]1[CH2:20][CH2:19][CH2:18][C@H:15]1[CH:16]=O)([O:9][C:10]([CH3:13])([CH3:12])[CH3:11])=[O:8].N1C=CC=CC=1.B>C(Cl)Cl.[Cl-].[Zn+2].[Cl-]>[N:1]1([CH2:16][C@@H:15]2[CH2:18][CH2:19][CH2:20][N:14]2[C:7]([O:9][C:10]([CH3:11])([CH3:13])[CH3:12])=[O:8])[CH2:6][CH2:5][O:4][CH2:3][CH2:2]1 |f:2.3,5.6.7|. Procedure: Part A. Morpholine (7.1 g, 7.1 mL, 82 mmol) was added to a stirring solution of N-BOC-(S)-prolinal (3.3 g, 17 mmol) in methylene chloride (83 mL) followed by zinc chloride (0.5 M in THF, 100 mL, 50 mmol). After stirring at ambient temperature for 5 h, borane-pyridine (ca. 8 M, 2 mL, 16 mmol) was added. After stirring at ambient temperature overnight, the reaction was evaporated tn vacuo. Methanol was added to the residue and the solids were filtered. Evaporation of the filtrate afforded 13 g of ... Starting materials: C(C1=CC=CC=C1)N1CC(C(CC1)=O)C1=CC=CC=C1 (1-benzyl-3-phenyl-piperidin-4-one), CN1CCNCC1 (N-methyl-piperazine), FC=1C=C(C(=O)Cl)C=C(C1)F (3,5-difluoro-benzoyl chloride). Product: FC=1C=C(C=C(C1)F)C(=O)N1C[C@H]([C@H](CC1)N1CCN(CC1)C)C1=CC=CC=C1 (Rac-cis-(3,5-Difluoro-phenyl)-[4-(4-methyl-piperazin-1-yl)-3-phenyl-piperidin-1-yl]-methanone). RXN SMILES: C([N:8]1[CH2:13][CH2:12][C:11](=O)[CH:10]([C:15]2[CH:20]=[CH:19][CH:18]=[CH:17][CH:16]=2)[CH2:9]1)C1C=CC=CC=1.[CH3:21][N:22]1[CH2:27][CH2:26][NH:25][CH2:24][CH2:23]1.[F:28][C:29]1[CH:30]=[C:31]([CH:35]=[C:36]([F:38])[CH:37]=1)[C:32](Cl)=[O:33]>>[F:28][C:29]1[CH:30]=[C:31]([C:32]([N:8]2[CH2:13][CH2:12][C@H:11]([N:25]3[CH2:26][CH2:27][N:22]([CH3:21])[CH2:23][CH2:24]3)[C@H:10]([C:15]3[CH:16]=[CH:17][CH:18]=[CH:19][CH:20]=3)[CH2:9]2)=[O:33])[CH:35]=[C:36]([F:38])[CH:37]=1. Procedure: The title compound, MS: m/e=400.5 (M+H+), was prepared in accordance with the general method of example 26 from 1-benzyl-3-phenyl-piperidin-4-one, N-methyl-piperazine and 3,5-difluoro-benzoyl chloride. The reactants are COc1cc(Br)cc([N+](=O)[O-])c1NC(C)=O, C1COCCN1, CC(C)(C)[O-], [K+], C1COCCO1, c1ccc(P(c2ccccc2)c2ccc3ccccc3c2-c2c(P(c3ccccc3)c3ccccc3)ccc3ccccc23)cc1. The product is COc1cc(N2CCOCC2)cc([N+](=O)[O-])c1NC(C)=O. As a reaction SMILES: [Br:1][c:2]1[cH:3][c:4]([O:15][CH3:16])[c:5]([NH:11][C:12]([CH3:13])=[O:14])[c:6]([N+:8](=[O:9])[O-:10])[cH:7]1.[CH2:17]1[CH2:18][O:19][CH2:20][CH2:21][NH:22]1.[CH3:69][C:70]([CH3:71])([O-:72])[CH3:73].[K+:74].[O:75]1[CH2:76][CH2:77][O:78][CH2:79][CH2:80]1.[cH:23]1[cH:24][cH:25][c:26]([P:27]([c:28]2[cH:29][cH:30][c:31]3[c:32]([cH:33][cH:34][cH:35][cH:36]3)[c:37]2-[c:38]2[c:39]3[c:40]([cH:41][cH:42][cH:43][cH:44]3)[cH:45][cH:46][c:47]2[P:48]([c:49]2[cH:50][cH:51][cH:52][cH:53][cH:54]2)[c:55]2[cH:56][cH:57][cH:58][cH:59][cH:60]2)[c:61]2[cH:62][cH:63][cH:64][cH:65][cH:66]2)[cH:67][cH:68]1>>[c:2]1([N:22]2[CH2:17][CH2:18][O:19][CH2:20][CH2:21]2)[cH:3][c:4]([O:15][CH3:16])[c:5]([NH:11][C:12]([CH3:13])=[O:14])[c:6]([N+:8](=[O:9])[O-:10])[cH:7]1.